This data is from the Open Reaction Database (ORD), a public repository of structured organic reaction records. The task is: describe an organic reaction: reactants, conditions, products, and yield Starting materials: [Si](C)(C)(C(C)(C)C)OCC1=CC(=C(N)C=C1)Cl (4-({[tert-butyl(dimethyl)silyl]-oxy}methyl)-2-chloroaniline), C(C)N(C(C)C)CC (diethylisopropylamine), [Si](C)(C)(C(C)(C)C)OCC1=CC(=C(C=C1OC)NC(C=C)=O)Cl (N-[4-({[tert-butyl(dimethyl)silyl]oxy}methyl)-2-chloro-5-methoxyphenyl]-acrylamide), [Si](C)(C)(C(C)(C)C)OCC1=CC(=C(N)C=C1)Cl (4-({[tert-butyl(dimethyl)silyl]-oxy}methyl)-2-chloroaniline), C(C=C)(=O)Cl (acryloyl chloride). Product: [Si](C)(C)(C(C)(C)C)OCC1=CC(=C(C=C1)NC(C=C)=O)Cl (N-[4-({[tert-butyl(dimethyl)silyl]oxy}methyl)-2-chlorophenyl]acrylamide). Reaction SMILES: [Si](OCC1C=CC(N)=C(Cl)C=1)(C(C)(C)C)(C)C.C(Cl)(=O)C=C.C(N(CC)C(C)C)C.[Si:31]([O:38][CH2:39][C:40]1[C:45](OC)=[CH:44][C:43]([NH:48][C:49](=[O:52])[CH:50]=[CH2:51])=[C:42]([Cl:53])[CH:41]=1)([C:34]([CH3:37])([CH3:36])[CH3:35])([CH3:33])[CH3:32]>>[Si:31]([O:38][CH2:39][C:40]1[CH:45]=[CH:44][C:43]([NH:48][C:49](=[O:52])[CH:50]=[CH2:51])=[C:42]([Cl:53])[CH:41]=1)([C:34]([CH3:37])([CH3:36])[CH3:35])([CH3:33])[CH3:32]. Procedure: Obtained as a white crystalline solid (77%) starting from 4-({[tert-butyl(dimethyl)silyl]-oxy}methyl)-2-chloroaniline (intermediate 46; 2 g; 7.36 mmol), acryloyl chloride (0.78 ml; 9.56 mmol) and diethylisopropylamine (1.92 ml, 11.04 mmol) following the experimental procedure as described for intermediate 40. The reactants are C(C)N1N=CC=C1C(=O)O (1-ethyl-1H-pyrazole-5-carboxylic acid), NC=1C=C(OC=2C=CC=3N(N2)C=C(N3)NC(=O)C3CC3)C=CC1C (N-[6-(3-amino-4-methylphenoxy)imidazo[1,2-b]pyridazin-2-yl]cyclopropanecarboxamide), O1CCCC1 (tetrahydrofuran), C(C(=O)Cl)(=O)Cl (oxalyl chloride). Reagents/catalysts: CN(C=O)C (N,N-dimethylformamide). Run in CN(C(C)=O)C (N,N-dimethylacetamide). Yields the product C1(CC1)C(=O)NC=1N=C2N(N=C(C=C2)OC=2C=CC(=C(C2)NC(=O)C2=CC=NN2CC)C)C1 (N-[5-({2-[(cyclopropylcarbonyl)amino]imidazo[1,2-b]pyridazin-6-yl}oxy)-2-methylphenyl]-1-ethyl-1H-pyrazole-5-carboxamide). Isolated yield 76.0%. As a reaction SMILES: [CH2:1]([N:3]1[C:7]([C:8]([OH:10])=O)=[CH:6][CH:5]=[N:4]1)[CH3:2].O1CCCC1.C(Cl)(=O)C(Cl)=O.[NH2:22][C:23]1[CH:24]=[C:25]([CH:42]=[CH:43][C:44]=1[CH3:45])[O:26][C:27]1[CH:28]=[CH:29][C:30]2[N:31]([CH:33]=[C:34]([NH:36][C:37]([CH:39]3[CH2:41][CH2:40]3)=[O:38])[N:35]=2)[N:32]=1>CN(C)C=O.CN(C)C(=O)C>[CH:39]1([C:37]([NH:36][C:34]2[N:35]=[C:30]3[CH:29]=[CH:28][C:27]([O:26][C:25]4[CH:42]=[CH:43][C:44]([CH3:45])=[C:23]([NH:22][C:8]([C:7]5[N:3]([CH2:1][CH3:2])[N:4]=[CH:5][CH:6]=5)=[O:10])[CH:24]=4)=[N:32][N:31]3[CH:33]=2)=[O:38])[CH2:40][CH2:41]1. Reported procedure: In the same manner as in Example 259 and using 1-ethyl-1H-pyrazole-5-carboxylic acid (110 mg, 0.80 mmol), tetrahydrofuran (5 mL), N,N-dimethylformamide (1 drop), oxalyl chloride (83 μL, 0.97 mmol), N-[6-(3-amino-4-methylphenoxy)imidazo[1,2-b]pyridazin-2-yl]cyclopropanecarboxamide (200 mg, 0.62 mmol) and N,N-dimethylacetamide (7 mL) as starting materials, the title compound (210 mg, 75%) was obtained as a white solid. Reactants: NC1=C(C=C(C=C1)[N+](=O)[O-])N (1,2-Diamino-4-nitrobenzene), C(CO)(=O)O (glycolic acid), Cl (hydrogen chloride), O (water), O (water), C (charcoal). Product: [N+](=O)([O-])C=1C=CC2=C(NC(=N2)CO)C1 ((6-nitro-1H-benzoimidazol-2-yl)-methanol). Isolated yield 99.9%. Reaction SMILES: [NH2:1][C:2]1[CH:7]=[CH:6][C:5]([N+:8]([O-:10])=[O:9])=[CH:4][C:3]=1[NH2:11].[C:12](O)(=O)[CH2:13][OH:14].Cl.O.C>>[N+:8]([C:5]1[CH:6]=[CH:7][C:2]2[N:1]=[C:12]([CH2:13][OH:14])[NH:11][C:3]=2[CH:4]=1)([O-:10])=[O:9]. Procedure details: 1,2-Diamino-4-nitrobenzene (5.00 g, 0.0326 mol), glycolic acid (3.72 g, 0.0490 mol), 4.00 M hydrogen chloride in water (13.1 mL, 0.0522 mol), water (13.1 mL, 0.725 mol), and activated charcoal (100 mg) were refluxed overnight. The reaction was cooled to room temperature, filtered and neutralized with aqueous ammonia. The product was filtered and dried in a vacuum desiccator overnight to obtain (6-nitro-1H-benzoimidazol-2-yl)-methanol as a brown solid (6.29 g, 100%). m.p.=157-162° C.; LCMS (m/e) ...